This data is from the Open Reaction Database (ORD), a public repository of structured organic reaction records. The task is: describe an organic reaction: reactants, conditions, products, and yield Reactants: CCc1cc(CBr)cc(CC)c1O, CCOCC, C[Si](C)(C)CCl, [Mg]. Yields the product CCc1cc(CC[Si](C)(C)C)cc(CC)c1O. Reaction SMILES: [Br:8][CH2:9][c:10]1[cH:11][c:12]([CH2:19][CH3:20])[c:13]([OH:18])[c:14]([CH2:16][CH3:17])[cH:15]1.[CH2:21]([O:22][CH2:23][CH3:24])[CH3:25].[Cl:2][CH2:3][Si:4]([CH3:5])([CH3:6])[CH3:7].[Mg:1]>>[CH2:3]([Si:4]([CH3:5])([CH3:6])[CH3:7])[CH2:9][c:10]1[cH:11][c:12]([CH2:19][CH3:20])[c:13]([OH:18])[c:14]([CH2:16][CH3:17])[cH:15]1. The reactants are CN1Cc2c(-c3nc(CN4C(=O)c5ccccc5C4=O)no3)ncn2-c2ccccc2C1=O, CN, CCO. The product is CN1Cc2c(-c3nc(CN)no3)ncn2-c2ccccc2C1=O. RXN SMILES: [CH3:1][N:2]1[CH2:3][c:4]2[n:5]([cH:14][n:15][c:16]2-[c:17]2[n:18][c:19]([CH2:22][N:23]3[C:24](=[O:25])[c:26]4[cH:27][cH:28][cH:29][cH:30][c:31]4[C:32]3=[O:33])[n:20][o:21]2)-[c:6]2[c:7]([cH:10][cH:11][cH:12][cH:13]2)[C:8]1=[O:9].[CH3:34][NH2:35].[CH3:36][CH2:37][OH:38]>>[CH3:1][N:2]1[CH2:3][c:4]2[n:5]([cH:14][n:15][c:16]2-[c:17]2[n:18][c:19]([CH2:22][NH2:23])[n:20][o:21]2)-[c:6]2[c:7]([cH:10][cH:11][cH:12][cH:13]2)[C:8]1=[O:9]. Product: CC(=O)N1c2ccc(NC(=O)CBr)cc2C(C)(c2ccccc2)CC1(C)C. Starting materials: O=C(Cl)CBr, CC(=O)N1c2ccc(N)cc2C(C)(c2ccccc2)CC1(C)C, CCN(C(C)C)C(C)C, ClCCl. Reaction SMILES: [Br:24][CH2:25][C:26](=[O:27])[Cl:28].[C:1]([CH3:2])(=[O:3])[N:4]1[C:5]([CH3:22])([CH3:23])[CH2:6][C:7]([CH3:15])([c:16]2[cH:17][cH:18][cH:19][cH:20][cH:21]2)[c:8]2[cH:9][c:10]([NH2:14])[cH:11][cH:12][c:13]21.[CH:29]([N:30]([CH2:31][CH3:32])[CH:33]([CH3:34])[CH3:35])([CH3:36])[CH3:37].[Cl:38][CH2:39][Cl:40]>>[C:1]([CH3:2])(=[O:3])[N:4]1[C:5]([CH3:22])([CH3:23])[CH2:6][C:7]([CH3:15])([c:16]2[cH:17][cH:18][cH:19][cH:20][cH:21]2)[c:8]2[cH:9][c:10]([NH:14][C:26]([CH2:25][Br:24])=[O:27])[cH:11][cH:12][c:13]21. The reactants are CC(C#N)c1ccc2c(-c3ccccc3)onc2c1, CCO, [Na+], [OH-]. Yields the product CC(C(=O)O)c1ccc2c(-c3ccccc3)onc2c1. As a reaction SMILES: [CH3:1][CH:2]([C:3]#[N:4])[c:5]1[cH:6][c:7]2[c:8]([c:9](-[c:12]3[cH:13][cH:14][cH:15][cH:16][cH:17]3)[o:10][n:11]2)[cH:18][cH:19]1.[CH3:22][CH2:23][OH:24].[Na+:21].[OH-:20]>>[CH3:1][CH:2]([C:3](=[O:20])[OH:24])[c:5]1[cH:6][c:7]2[c:8]([c:9](-[c:12]3[cH:13][cH:14][cH:15][cH:16][cH:17]3)[o:10][n:11]2)[cH:18][cH:19]1. The reactants are NC=1SC(=CC1C(=O)N1C(C(NCC1)=O)(C)CC)C(C)(C)C (4-(2-amino-5-tert-butylthiophene-3-carbonyl)-3-ethyl-3-methylpiperazin-2-one), ClC1=C(C(=CC=C1)N=C=O)Cl (1,2-dichloro-3-isocyanatobenzene). Solvent: C1CCOC1 (THF). Yields the product C(C)(C)(C)C1=CC(=C(S1)NC(=O)NC1=C(C(=CC=C1)Cl)Cl)C(=O)N1C(C(NCC1)=O)(C)CC (1-(5-tert-butyl-3-(2-ethyl-2-methyl-3-oxopiperazine-1-carbonyl)thiophen-2-yl)-3-(2,3-dichlorophenyl)urea). Yield: 44.4%. As a reaction SMILES: [NH2:1][C:2]1[S:3][C:4]([C:19]([CH3:22])([CH3:21])[CH3:20])=[CH:5][C:6]=1[C:7]([N:9]1[CH2:14][CH2:13][NH:12][C:11](=[O:15])[C:10]1([CH2:17][CH3:18])[CH3:16])=[O:8].[Cl:23][C:24]1[CH:29]=[CH:28][CH:27]=[C:26]([N:30]=[C:31]=[O:32])[C:25]=1[Cl:33]>C1COCC1>[C:19]([C:4]1[S:3][C:2]([NH:1][C:31]([NH:30][C:26]2[CH:27]=[CH:28][CH:29]=[C:24]([Cl:23])[C:25]=2[Cl:33])=[O:32])=[C:6]([C:7]([N:9]2[CH2:14][CH2:13][NH:12][C:11](=[O:15])[C:10]2([CH2:17][CH3:18])[CH3:16])=[O:8])[CH:5]=1)([CH3:21])([CH3:20])[CH3:22]. Procedure: To 4-(2-amino-5-tert-butylthiophene-3-carbonyl)-3-ethyl-3-methylpiperazin-2-one (72.0 mg, 0.22 mmol) in THF (2 mL) was added 1,2-dichloro-3-isocyanatobenzene (50.0 mg, 0.27 mmol). The resulting reaction mixture was stirred at room temperature and the reaction progress monitored by SFC-MS. When the reaction was completed, solvent was removed under reduced pressure and the crude product purified by preparative TLC to afford 1-(5-tert-butyl-3-(2-ethyl-2-methyl-3-oxopiperazine-1-carbonyl)thiophen-2-... Starting materials: CC(Cl)c1cccnc1, O=C(O)c1cnn2c(C(F)F)cc(C3CC3)nc12. Reagents/catalysts: O=C([O-])[O-].[Cs+].[Cs+] (cesium carbonate), [I-].[K+] (potassium iodide). Run in CN(C)C=O (DMF), CN(C)C=O (dmf), CN(C)C=O (DMF). Reaction conditions: temperature 70 celsius, time 16 hour. Product: CC(OC(=O)c1cnn2c(C(F)F)cc(C3CC3)nc12)c1cccnc1. Reactants: [BH4-], COc1ccc2[nH]c3c(c2c1)CCN=C3CCc1ccc(C(F)(F)F)cc1, CCO, [Na+]. The product is COc1ccc2[nH]c3c(c2c1)CCNC3CCc1ccc(C(F)(F)F)cc1. RXN SMILES: [BH4-:28].[CH3:1][O:2][c:3]1[cH:4][c:5]2[c:6]3[c:11]([nH:12][c:13]2[cH:14][cH:15]1)[C:10]([CH2:16][CH2:17][c:18]1[cH:19][cH:20][c:21]([C:24]([F:25])([F:26])[F:27])[cH:22][cH:23]1)=[N:9][CH2:8][CH2:7]3.[CH3:30][CH2:31][OH:32].[Na+:29]>>[CH3:1][O:2][c:3]1[cH:4][c:5]2[c:6]3[c:11]([nH:12][c:13]2[cH:14][cH:15]1)[CH:10]([CH2:16][CH2:17][c:18]1[cH:19][cH:20][c:21]([C:24]([F:25])([F:26])[F:27])[cH:22][cH:23]1)[NH:9][CH2:8][CH2:7]3. Starting materials: O (water), O=C(C([C@H](CC(=O)OC(C)(C)C)O)(C)C)[C@@H]([C@H]([C@H](CC=C)C)OC(=O)OCC(Cl)(Cl)Cl)C (tert-butyl (3S,6R,7S,8S)-5-oxo-3-hydroxy-4,4,6,8-tetramethyl-7-(2,2,2-trichloroethoxycarbonyloxy)-10-undecenoate), N1C=NC=C1 (imidazole), C(C)[Si](CC)(CC)Cl (triethylsilyl chloride). Solvent: CN(C=O)C (dimethylformamide). The product is O=C(C([C@H](CC(=O)OC(C)(C)C)O[Si](CC)(CC)CC)(C)C)[C@@H]([C@H]([C@H](CC=C)C)OC(=O)OCC(Cl)(Cl)Cl)C (Tert-butyl (3S,6R,7S,8S)-5-oxo-3-(triethylsilyloxy)-4,4,6,8-tetramethyl-7-(2,2,2-trichloroethoxycarbonyloxy)-10-undecenoate). RXN SMILES: [O:1]=[C:2]([C@H:16]([CH3:32])[C@@H:17]([O:23][C:24]([O:26][CH2:27][C:28]([Cl:31])([Cl:30])[Cl:29])=[O:25])[C@@H:18]([CH3:22])[CH2:19][CH:20]=[CH2:21])[C:3]([CH3:15])([CH3:14])[C@@H:4]([OH:13])[CH2:5][C:6]([O:8][C:9]([CH3:12])([CH3:11])[CH3:10])=[O:7].N1C=CN=C1.[CH2:38]([Si:40](Cl)([CH2:43][CH3:44])[CH2:41][CH3:42])[CH3:39].O>CN(C)C=O>[O:1]=[C:2]([C@H:16]([CH3:32])[C@@H:17]([O:23][C:24]([O:26][CH2:27][C:28]([Cl:29])([Cl:30])[Cl:31])=[O:25])[C@@H:18]([CH3:22])[CH2:19][CH:20]=[CH2:21])[C:3]([CH3:14])([CH3:15])[C@@H:4]([O:13][Si:40]([CH2:43][CH3:44])([CH2:41][CH3:42])[CH2:38][CH3:39])[CH2:5][C:6]([O:8][C:9]([CH3:12])([CH3:11])[CH3:10])=[O:7]. Procedure details: A solution of tert-butyl (3S,6R,7S,8S)-5-oxo-3-hydroxy-4,4,6,8-tetramethyl-7-(2,2,2-trichloroethoxycarbonyloxy)-10-undecenoate (1.8 g), imidazole (0.48 g), and triethylsilyl chloride (0.68 g) in 5 mL of dimethylformamide is stirred for 2 hours at ambient temperature, then poured into water and extracted with ether. The extract is washed with sat. aq. NaCl, dried over MgSO4, filtered, and evaporated. The product is purified by chromatography on SiO2 (20:1 toluene/ethyl acetate). Reactants: NC1=C(C(=O)O)C=C(C=C1OC)Br (2-amino-5-bromo-3-methoxybenzoic acid), CCO (EtOH), O (water). The solvent is C1CCOC1 (THF). Conditions: temperature 0 celsius, time 5 day. Yields the product NC1=C(C=C(C=C1OC)Br)CO ((2-amino-5-bromo-3-methoxy-phenyl)-methanol). Reaction SMILES: [NH2:1][C:2]1[C:10]([O:11][CH3:12])=[CH:9][C:8]([Br:13])=[CH:7][C:3]=1[C:4](O)=[O:5].CCO.O>C1COCC1>[NH2:1][C:2]1[C:10]([O:11][CH3:12])=[CH:9][C:8]([Br:13])=[CH:7][C:3]=1[CH2:4][OH:5]. Procedure: 2-amino-5-bromo-3-methoxybenzoic acid (20.0 g, 81.30 mmol) is suspended in 250 mL THF, cooled to 0° C. and combined with borane-THF complex (315 mL, 0.315 mol). The reaction mixture is stirred for 5 d at 20° C. and then combined with 10 mL EtOH, stirred for 15 min and then stirred into 250 mL water. The mixture is extracted 3× with DCM, the combined organic phases are dried and the solvent is eliminated in vacuo. The crude product is suspended in DCM and extracted 2× with 400 mL 1 N hydrochloric...